The task is: describe an organic reaction: reactants, conditions, products, and yield. This data is from the Open Reaction Database (ORD), a public repository of structured organic reaction records. Starting materials: N[C@](CO)(C)C1=CC2=CC=C(C=C2C=C1)O[C@@H]1CC[C@@H](CC1)C(F)(F)F ((R)-2-Amino-2-[6-(cis-4-trifluoromethyl-cyclohexyloxy)-naphthalen-2-yl]-propan-1-ol), C[C@@]1(NC(OC1)=O)C1=CC2=CC=C(C=C2C=C1)OC1CCC(CC1)CCCCC ((R)-4-Methyl-4-[6-(4-pentyl-cyclohexyloxy)-naphthalen-2-yl]-oxazolidin-2-one), CC(C)OC(=O)/N=N/C(=O)OC(C)C (DIAD), CCOC(=O)/N=N/C(=O)OCC (DEAD). Yields the product N[C@](CO)(C)C1=CC2=CC=C(C=C2C=C1)OC1CCC(CC1)CCCCC ((R)-2-Amino-2-[6-(4-pentyl-cyclohexyloxy)-naphthalen-2-yl]-propan-1-ol). Isolated yield 35.0%. Reaction SMILES: N[C@@](C1C=CC2C(=CC=C(O[C@H]3CC[C@@H](C(F)(F)F)CC3)C=2)C=1)(C)CO.[CH3:27][C@@:28]1([C:34]2[CH:43]=[CH:42][C:41]3[C:36](=[CH:37][CH:38]=[C:39]([O:44][CH:45]4[CH2:50][CH2:49][CH:48]([CH2:51][CH2:52][CH2:53][CH2:54][CH3:55])[CH2:47][CH2:46]4)[CH:40]=3)[CH:35]=2)[CH2:32][O:31]C(=O)[NH:29]1.CC(OC(/N=N/C(OC(C)C)=O)=O)C.CCOC(/N=N/C(OCC)=O)=O>>[NH2:29][C@@:28]([C:34]1[CH:43]=[CH:42][C:41]2[C:36](=[CH:37][CH:38]=[C:39]([O:44][CH:45]3[CH2:46][CH2:47][CH:48]([CH2:51][CH2:52][CH2:53][CH2:54][CH3:55])[CH2:49][CH2:50]3)[CH:40]=2)[CH:35]=1)([CH3:27])[CH2:32][OH:31]. Reported procedure: (R)-2-Amino-2-[6-(4-pentyl-cyclohexyloxy)-naphthalen-2-yl]-propan-1-ol was synthesized as per (R)-2-Amino-2-[6-(cis-4-trifluoromethyl-cyclohexyloxy)-naphthalen-2-yl]-propan-1-ol (Example 259) in 35% yield (and 21% recovered starting material) using (R)-4-Methyl-4-[6-(4-pentyl-cyclohexyloxy)-naphthalen-2-yl]-oxazolidin-2-one as starting material. Note that the starting material contained 20% impurity (mixture of reduced DIAD, reduced DEAD). The reactants are [Br-], CS(C)=O, CO, Cl, [K+], Nc1c([N+](=O)[O-])cc(C(=O)O)c(F)c1F. Yields the product COC(=O)c1cc([N+](=O)[O-])c(N)c(F)c1F. As a reaction SMILES: [Br-:21].[CH3:17][S:18]([CH3:19])=[O:20].[CH3:23][OH:24].[ClH:1].[K+:22].[NH2:2][c:3]1[c:4]([F:16])[c:5]([F:15])[c:6]([C:7](=[O:8])[OH:9])[cH:10][c:11]1[N+:12](=[O:13])[O-:14]>>[NH2:2][c:3]1[c:4]([F:16])[c:5]([F:15])[c:6]([C:7](=[O:8])[O:9][CH3:17])[cH:10][c:11]1[N+:12](=[O:13])[O-:14].